This data is from the Open Reaction Database (ORD), a public repository of structured organic reaction records. The task is: describe an organic reaction: reactants, conditions, products, and yield Reactants: C(C)(C)(C)OC(N(CC(C)C)OCC1=CC=CC=C1)=O (tert-butyl-N-benzyloxy-N-(2-methylpropyl)carbamate), C(C1=CC=CC=C1)ON(C(OC(C)(C)C)=O)C (tert-butyl N-benzyloxy-N-methylcarbamate), FC(C(=O)O)(F)F (trifluoroacetic acid). Yields the product C(C1=CC=CC=C1)ONC (N-benzyloxy-N-methylamine). As a reaction SMILES: C(O[C:6](=O)[N:7]([O:12][CH2:13][C:14]1[CH:19]=[CH:18][CH:17]=[CH:16][CH:15]=1)CC(C)C)(C)(C)C.C(ON(C)C(=O)OC(C)(C)C)C1C=CC=CC=1.FC(F)(F)C(O)=O>>[CH2:13]([O:12][NH:7][CH3:6])[C:14]1[CH:19]=[CH:18][CH:17]=[CH:16][CH:15]=1. Procedure: Using the general method of Compound 54 Part C, tert-butyl N-benzyloxy-N-methylcarbamate (3.0 g, 13 mmol) was reacted with trifluoroacetic acid (10 mL, 130 mmol) to provide 1.58 g of N-benzyloxy-N-methylamine as a yellow oil. Starting materials: CCCCBr, CN(C)C=O, CCOC(C)=O, CCOC(=O)c1ccc2nc(C)n(Cc3ccc(O)cc3Cl)c2c1, [H-], [Na+], O. RXN SMILES: [CH2:32]([CH2:33][CH2:34][CH3:35])[Br:36].[CH3:1][N:2]([CH3:3])[CH:4]=[O:5].[CH3:37][CH2:38][O:39][C:40](=[O:41])[CH3:42].[Cl:8][c:9]1[c:10]([CH2:11][n:12]2[c:13]([CH3:26])[n:14][c:15]3[c:16]2[cH:17][c:18]([C:21](=[O:22])[O:23][CH2:24][CH3:25])[cH:19][cH:20]3)[cH:27][cH:28][c:29]([OH:31])[cH:30]1.[H-:6].[Na+:7].[OH2:43]>>[Cl:8][c:9]1[c:10]([CH2:11][n:12]2[c:13]([CH3:26])[n:14][c:15]3[c:16]2[cH:17][c:18]([C:21](=[O:22])[O:23][CH2:24][CH3:25])[cH:19][cH:20]3)[cH:27][cH:28][c:29]([O:31][CH2:32][CH2:33][CH2:34][CH3:35])[cH:30]1. Product: CCCCOc1ccc(Cn2c(C)nc3ccc(C(=O)OCC)cc32)c(Cl)c1. Reactants: CCCC[N+](CCCC)(CCCC)CCCC, C1CCOC1, CC(C)C(CNC(=O)OCC[Si](C)(C)C)C(=O)N1CCC(O)(c2ccc(Cl)cc2)C(C)(C)C1, CCOC(C)=O, CC(C)C(CC(=O)N1CCC(O)(c2ccc(Cl)cc2)C(C)(C)C1)NC(=O)c1ccc(Cl)cc1, [F-]. Product: CC(C)C(CN)C(=O)N1CCC(O)(c2ccc(Cl)cc2)C(C)(C)C1. As a reaction SMILES: [CH2:68]([N+:69]([CH2:70][CH2:71][CH2:72][CH3:73])([CH2:74][CH2:75][CH2:76][CH3:77])[CH2:78][CH2:79][CH2:80][CH3:81])[CH2:82][CH2:83][CH3:84].[CH2:91]1[O:92][CH2:93][CH2:94][CH2:95]1.[CH3:1][Si:2]([CH3:3])([CH3:4])[CH2:5][CH2:6][O:31][C:32]([NH:7][CH2:8][CH:9]([CH:10]([CH3:11])[CH3:12])[C:13](=[O:14])[N:15]1[CH2:16][C:17]([CH3:29])([CH3:30])[C:18]([OH:21])([c:22]2[cH:23][cH:24][c:25]([Cl:28])[cH:26][cH:27]2)[CH2:19][CH2:20]1)=[O:33].[CH3:85][CH2:86][O:87][C:88]([CH3:89])=[O:90].[Cl:34][c:35]1[cH:36][cH:37][c:38]([C:39]([NH:40][CH:41]([CH:42]([CH3:43])[CH3:44])[CH2:45][C:46]([N:47]2[CH2:48][CH2:49][C:50]([c:51]3[cH:52][cH:53][c:54]([Cl:55])[cH:56][cH:57]3)([OH:58])[C:59]([CH3:60])([CH3:61])[CH2:62]2)=[O:63])=[O:64])[cH:65][cH:66]1.[F-:67]>>[NH2:7][CH2:8][CH:9]([CH:10]([CH3:11])[CH3:12])[C:13](=[O:14])[N:15]1[CH2:16][C:17]([CH3:29])([CH3:30])[C:18]([OH:21])([c:22]2[cH:23][cH:24][c:25]([Cl:28])[cH:26][cH:27]2)[CH2:19][CH2:20]1. Reactants: C(C)(C)OC1=NC(=CC(=N1)O)C(F)(F)F (2-isopropoxy-6-trifluoromethyl-4-hydroxypyrimidine), S (Hydrogen sulfide), P(OCC)(OCC)OCC (triethyl phosphite), COC=C(C(=O)OC)C1=C(C=CC=C1)CBr (methyl 3-methoxy-2-(2-bromomethylphenyl)acrylate). Reagents/catalysts: O.[Cu].[Cu] (copper suboxide). Run in CCCCCCCC (octane), O (water), O (water), O (water), CCCCCCCC (octane). Conditions: temperature 100 celsius, time 5 hour. Yields the product COC=C(C(=O)OC)C1=C(C=CC=C1)COC1=NC(=NC(=C1)C(F)(F)F)OC(C)C (methyl 3-methoxy-2-[2-(2-isopropoxy-6-trifluoromethylpyrimidin4-yloxymethyl)phenyl]acrylate). Isolated yield 57.7%. As a reaction SMILES: [CH:1]([O:4][C:5]1[N:10]=[C:9]([OH:11])[CH:8]=[C:7]([C:12]([F:15])([F:14])[F:13])[N:6]=1)([CH3:3])[CH3:2].P(OCC)(OCC)OCC.[CH3:26][O:27][CH:28]=[C:29]([C:34]1[CH:39]=[CH:38][CH:37]=[CH:36][C:35]=1[CH2:40]Br)[C:30]([O:32][CH3:33])=[O:31].S>CCCCCCCC.O.[Cu].[Cu].O>[CH3:26][O:27][CH:28]=[C:29]([C:34]1[CH:39]=[CH:38][CH:37]=[CH:36][C:35]=1[CH2:40][O:11][C:9]1[CH:8]=[C:7]([C:12]([F:14])([F:15])[F:13])[N:6]=[C:5]([O:4][CH:1]([CH3:3])[CH3:2])[N:10]=1)[C:30]([O:32][CH3:33])=[O:31] |f:5.6.7|. Procedure details: 2.22 g of 2-isopropoxy-6-trifluoromethyl-4-hydroxypyrimidine and 0.86 g of copper suboxide were suspended in 30 ml of octane. The suspension was refluxed until no water was recognized to form, while formed water was being taken into a quantitative water receiver. 1.86 g of triethyl phosphite was added, and, 30 minutes later, 3.65 g of methyl 3-methoxy-2-(2-bromomethylphenyl)acrylate was added at an instance. The reaction was carried out for 5 hours at reflux of octane. The solution was cooled do... The reactants are C(CC1(SCCCS1)CCCN(C)C)C1(SCCCS1)CCCN(C)C (2,2'-ethylenebis[2-(3-dimethylaminopropyl)-m-dithian]), O.O.O.[N+](=O)([O-])[O-].[Tl+3].[N+](=O)([O-])[O-].[N+](=O)([O-])[O-] (thallium (III) nitrate trihydrate). Run in CO (methanol), O1CCCC1 (tetrahydrofuran), CO (methanol). The product is CN(CCCC(CCC(CCCN(C)C)=O)=O)C (1,10-Bis(dimethylamino)-4,7-decanedione). Yield: 43.6%. Reaction SMILES: [CH2:1]([C:15]1([CH2:21][CH2:22][CH2:23][N:24]([CH3:26])[CH3:25])SCCCS1)[CH2:2][C:3]1([CH2:9][CH2:10][CH2:11][N:12]([CH3:14])[CH3:13])SCCCS1.[OH2:27].[OH2:28].O.[N+]([O-])([O-])=O.[Tl+3].[N+]([O-])([O-])=O.[N+]([O-])([O-])=O>CO.O1CCCC1>[CH3:13][N:12]([CH3:14])[CH2:11][CH2:10][CH2:9][C:3](=[O:28])[CH2:2][CH2:1][C:15](=[O:27])[CH2:21][CH2:22][CH2:23][N:24]([CH3:26])[CH3:25] |f:1.2.3.4.5.6.7|. Procedure details: First, 695 mg of 2,2'-ethylenebis[2-(3-dimethylaminopropyl)-m-dithian] was dissolved in 24 ml of absolute methanol and 6 ml of absolute tetrahydrofuran, and after adding dropwise a solution of 3.12 g of thallium (III) nitrate trihydrate in 18 ml of absolute methanol over 2 minutes while stirring at a room temperature, the mixture was stirred for 30 minutes, filtered to remove insoluble matter, and evaporated under a reduced pressure to remove the solvent. After adding 30 ml of water, the mixture... Reactants: C(C)(C)(C)NS(=O)(=O)C1=C(C=CC=C1)C1=CC=C(C=C1)CN(C(=O)N1CCC2=CC=CC=C12)CCCCC (1-[N-[[2'-(N-t-butylsulfamoyl)biphenyl-4-yl]methyl]-N-pentylcarbamoyl]indoline), C(=O)(C(F)(F)F)O (TFA). Run in C1(=CC=CC=C1)OC (anisole). Yields the product C(CCCC)N(C(=O)N1CCC2=CC=CC=C12)CC1=CC=C(C=C1)C1=C(C=CC=C1)S(N)(=O)=O (1-[N-Pentyl-N-[(2'-sulfamoylbiphenyl-4-yl)methyl]carbamoyl]indoline). The yield is 93.3%. Reaction SMILES: C([NH:5][S:6]([C:9]1[CH:14]=[CH:13][CH:12]=[CH:11][C:10]=1[C:15]1[CH:20]=[CH:19][C:18]([CH2:21][N:22]([CH2:34][CH2:35][CH2:36][CH2:37][CH3:38])[C:23]([N:25]2[C:33]3[C:28](=[CH:29][CH:30]=[CH:31][CH:32]=3)[CH2:27][CH2:26]2)=[O:24])=[CH:17][CH:16]=1)(=[O:8])=[O:7])(C)(C)C.C(O)(C(F)(F)F)=O>C1(OC)C=CC=CC=1>[CH2:34]([N:22]([CH2:21][C:18]1[CH:17]=[CH:16][C:15]([C:10]2[CH:11]=[CH:12][CH:13]=[CH:14][C:9]=2[S:6](=[O:7])(=[O:8])[NH2:5])=[CH:20][CH:19]=1)[C:23]([N:25]1[C:33]2[C:28](=[CH:29][CH:30]=[CH:31][CH:32]=2)[CH2:27][CH2:26]1)=[O:24])[CH2:35][CH2:36][CH2:37][CH3:38]. Reported procedure: A solution of 59 mg (0.11 mmole) of 1-[N-[[2'-(N-t-butylsulfamoyl)biphenyl-4-yl]methyl]-N-pentylcarbamoyl]indoline (from Step A), 20 μL of anisole, and 0.5 mL of anhydrous TFA was stirred at room temperature for 16 hours. The residue obtained after evaporation of excess TFA was flash chromatographed over silica gel (elution with 0.5% MeOH--CH2Cl2) to give 49 mg (89%) of the title compound as a hard gum, homogeneous by TLC (95:5 MeOH--CH2Cl2); FAB-MS m/e 478 (M+1)+. Starting materials: O1[C@@H](C1)COC1=CC=CC=2NC3=CC=CC=C3C12 (4-[(2S)-oxiranylmethoxy]-9H-carbazole), NCC1CCN(CC1)CCCCCCCCCCCCO (4-aminomethyl-1-(12-hydroxydodecyl)-piperidine). Yields the product C1=CC=C(C=2C3=CC=CC=C3NC12)OC[C@H](CNCC1CCN(CC1)CCCCCCCCCCCCO)O (12-(4-{[(2S)-3-(9H-Carbazol-4-yloxy)-2-hydroxy-propylamino]-methyl}-piperidin-1-yl)-dodecan-1-ol). Isolated yield 32.5%. RXN SMILES: [O:1]1[CH2:3][C@H:2]1[CH2:4][O:5][C:6]1[C:18]2[C:17]3[C:12](=[CH:13][CH:14]=[CH:15][CH:16]=3)[NH:11][C:10]=2[CH:9]=[CH:8][CH:7]=1.[NH2:19][CH2:20][CH:21]1[CH2:26][CH2:25][N:24]([CH2:27][CH2:28][CH2:29][CH2:30][CH2:31][CH2:32][CH2:33][CH2:34][CH2:35][CH2:36][CH2:37][CH2:38][OH:39])[CH2:23][CH2:22]1>>[CH:9]1[C:10]2[NH:11][C:12]3[C:17](=[CH:16][CH:15]=[CH:14][CH:13]=3)[C:18]=2[C:6]([O:5][CH2:4][C@@H:2]([OH:1])[CH2:3][NH:19][CH2:20][CH:21]2[CH2:22][CH2:23][N:24]([CH2:27][CH2:28][CH2:29][CH2:30][CH2:31][CH2:32][CH2:33][CH2:34][CH2:35][CH2:36][CH2:37][CH2:38][OH:39])[CH2:25][CH2:26]2)=[CH:7][CH:8]=1. Procedure details: Prepared from 4-[(2S)-oxiranylmethoxy]-9H-carbazole (0.239 g, 1.0 mmol) and 4-aminomethyl-1-(12-hydroxydodecyl)-piperidine (0.586 g, 2.0 mmol) according to procedure used for Example 2 to give 0.175 g of the title compound as an off-white solid (mp-110° C. (sinters) 166° C. (melts), Et2O).